From a dataset of the Open Reaction Database (ORD), a public repository of structured organic reaction records. describe an organic reaction: reactants, conditions, products, and yield Starting materials: O1C2=C(OCC1)C=C(C=C2)N2C(C(=CC1=CC=CN=C21)C(=O)OCC)=O (ethyl 1-(2,3-dihydrobenzo[b][1,4]dioxin-6-yl)-2-oxo-1,2-dihydro-1,8-naphthyridine-3-carboxylate), O (Water), O.[OH-].[Li+] (lithium hydroxide monohydrate), O (water). Solvent: O1CCOCC1 (1,4-dioxane). Conditions: time 8 hour. Yields the product O1C2=C(OCC1)C=C(C=C2)N2C(C(=CC1=CC=CN=C21)C(=O)O)=O (1-(2,3-dihydrobenzo[b][1,4]dioxin-6-yl)-2-oxo-1,2-dihydro-1,8-naphthyridine-3-carboxylic acid), crystals. The yield is 101.8%. As a reaction SMILES: [O:1]1[CH2:6][CH2:5][O:4][C:3]2[CH:7]=[C:8]([N:11]3[C:20]4[C:15](=[CH:16][CH:17]=[CH:18][N:19]=4)[CH:14]=[C:13]([C:21]([O:23]CC)=[O:22])[C:12]3=[O:26])[CH:9]=[CH:10][C:2]1=2.O.[OH-].[Li+].O>O1CCOCC1>[O:1]1[CH2:6][CH2:5][O:4][C:3]2[CH:7]=[C:8]([N:11]3[C:20]4[C:15](=[CH:16][CH:17]=[CH:18][N:19]=4)[CH:14]=[C:13]([C:21]([OH:23])=[O:22])[C:12]3=[O:26])[CH:9]=[CH:10][C:2]1=2 |f:1.2.3|. Reported procedure: 4.3 g (12 mmol) of ethyl 1-(2,3-dihydrobenzo[b][1,4]dioxin-6-yl)-2-oxo-1,2-dihydro-1,8-naphthyridine-3-carboxylate was dissolved in 1,4-dioxane (100 mL), and 1.0 g (24 mmol) of lithium hydroxide monohydrate and 50 mL of water were added thereto at room temperature. The resulting mixture was stirred overnight at room temperature. Water was added to the reaction mixture, and a solid precipitated therefrom was dissolved in chloroform. This solution was washed with an aqueous solution of citric acid... Starting materials: F[B-](F)(F)F, CC(C)(C)OC(=O)N1Cc2cc(N)ccc2C(C)(C)C1, CCN(C(C)C)C(C)C, ClCCl, CN(C)C(On1nnc2ccccc21)=[N+](C)C, O=C(O)c1ccccc1NCc1c[nH]c2ncccc12. Product: CC(C)(C)OC(=O)N1Cc2cc(NC(=O)c3ccccc3NCc3c[nH]c4ncccc34)ccc2C(C)(C)C1. RXN SMILES: [B-:41]([F:42])([F:43])([F:44])[F:45].[C:21]([CH3:22])([CH3:23])([CH3:24])[O:25][C:26](=[O:27])[N:28]1[CH2:29][c:30]2[cH:31][c:32]([NH2:40])[cH:33][cH:34][c:35]2[C:36]([CH3:38])([CH3:39])[CH2:37]1.[CH:63]([N:64]([CH2:65][CH3:66])[CH:67]([CH3:68])[CH3:69])([CH3:70])[CH3:71].[Cl:72][CH2:73][Cl:74].[n:46]1([O:47][C:48]([N:49]([CH3:50])[CH3:51])=[N+:52]([CH3:53])[CH3:54])[c:55]2[cH:56][cH:57][cH:58][cH:59][c:60]2[n:61][n:62]1.[nH:1]1[cH:2][c:3]([CH2:10][NH:11][c:12]2[c:13]([C:14](=[O:15])[OH:16])[cH:17][cH:18][cH:19][cH:20]2)[c:4]2[c:5]1[n:6][cH:7][cH:8][cH:9]2>>[nH:1]1[cH:2][c:3]([CH2:10][NH:11][c:12]2[c:13]([C:14](=[O:16])[NH:40][c:32]3[cH:31][c:30]4[c:35]([cH:34][cH:33]3)[C:36]([CH3:38])([CH3:39])[CH2:37][N:28]([C:26]([O:25][C:21]([CH3:22])([CH3:23])[CH3:24])=[O:27])[CH2:29]4)[cH:17][cH:18][cH:19][cH:20]2)[c:4]2[c:5]1[n:6][cH:7][cH:8][cH:9]2. Starting materials: ClC1=CC=2C3=C(N(C2C=C1)CC(=O)O)CCN(C3)C (2-(8-chloro-1,2,3,4-tetrahydro-2-methylpyrido[4,3-b]indol-5-yl)acetic acid), CCN=C=NCCCN(C)C (EDCI), C(CCC)O (1-butanol). As a reaction SMILES: [Cl:1][C:2]1[CH:10]=[CH:9][C:8]2[N:7]([CH2:11][C:12]([OH:14])=[O:13])[C:6]3[CH2:15][CH2:16][N:17]([CH3:19])[CH2:18][C:5]=3[C:4]=2[CH:3]=1.CCN=C=NCCCN(C)C.[CH2:31](O)[CH2:32][CH2:33][CH3:34]>>[Cl:1][C:2]1[CH:10]=[CH:9][C:8]2[N:7]([CH2:11][C:12]([O:14][CH2:31][CH2:32][CH2:33][CH3:34])=[O:13])[C:6]3[CH2:15][CH2:16][N:17]([CH3:19])[CH2:18][C:5]=3[C:4]=2[CH:3]=1. Procedure: 2-(8-chloro-1,2,3,4-tetrahydro-2-methylpyrido[4,3-b]indol-5-yl)acetic acid was mixed with EDCI and 1-butanol and the reaction mixture was stirred for 16 h to obtain butyl 2-(8-chloro-1,2,3,4-tetrahydro-2-methylpyrido[4,3-b]indol-5-yl)acetate after purification on neutral alumina chromatography eluting with methanol-dichloromethane gradient. The free base was converted into its oxalate salt by treatment of oxalic acid (1 equiv) in anhydrous THF. The product is ClC1=CC=2C3=C(N(C2C=C1)CC(=O)OCCCC)CCN(C3)C (butyl 2-(8-chloro-1,2,3,4-tetrahydro-2-methylpyrido[4,3-b]indol-5-yl)acetate). Reaction conditions: time 16 hour. Starting materials: Cl.O[C@@H]1[C@H](CNC1)NC(=O)C=1SC(=CC1)Cl (5-chloro-thiophene-2-carboxylic acid ((3S,4S)-4-hydroxy-pyrrolidin-3-yl)-amide hydrochloride), BrC(C(=O)N)C1=C(C=C(C=C1)N1C(C=CC=C1)=O)F (2-bromo-[2-fluoro-4-(2-oxo-pyridin-1-yl)-phenyl]-acetamide). The solvent is CN(C)C=O (DMF). Product: FC1=C(C=CC(=C1)N1C(C=CC=C1)=O)NC(=O)CN1C[C@@H]([C@H](C1)O)NC(=O)C=1SC(=CC1)Cl (5-chloro-thiophene-2-carboxylic acid ((3S,4S)-1-{[2-fluoro-4-(2-oxo-2H-pyridin-1-yl)-phenylcarbamoyl]-methyl}-4-hydroxy-pyrrolidin-3-yl)-amide). As a reaction SMILES: Cl.[OH:2][C@H:3]1[CH2:7][NH:6][CH2:5][C@@H:4]1[NH:8][C:9]([C:11]1[S:12][C:13]([Cl:16])=[CH:14][CH:15]=1)=[O:10].BrC([C:22]1[CH:27]=[CH:26][C:25]([N:28]2[CH:33]=[CH:32][CH:31]=[CH:30][C:29]2=[O:34])=[CH:24][C:23]=1[F:35])C(N)=O>CN(C=O)C>[F:35][C:23]1[CH:24]=[C:25]([N:28]2[CH:33]=[CH:32][CH:31]=[CH:30][C:29]2=[O:34])[CH:26]=[CH:27][C:22]=1[NH:8][C:9]([CH2:11][N:6]1[CH2:7][C@H:3]([OH:2])[C@@H:4]([NH:8][C:9]([C:11]2[S:12][C:13]([Cl:16])=[CH:14][CH:15]=2)=[O:10])[CH2:5]1)=[O:10] |f:0.1|. Reported procedure: 22.6 Using general procedure A with DMF as solvent 5-chloro-thiophene-2-carboxylic acid ((3S,4S)-4-hydroxy-pyrrolidin-3-yl)-amide hydrochloride was reacted with 2-bromo-[2-fluoro-4-(2-oxo-pyridin-1-yl)-phenyl]-acetamide to give 5-chloro-thiophene-2-carboxylic acid ((3S,4S)-1-{[2-fluoro-4-(2-oxo-2H-pyridin-1-yl)-phenylcarbamoyl]-methyl}-4-hydroxy-pyrrolidin-3-yl)-amide. Light-yellow solid. MS 491.3 ([M+H]+) The reactants are ClC=1N=NC(=CC1)C1=CC(=C(C=C1)OCCC)OC (3-chloro-6-(3-methoxy-4-n-propoxyphenyl)pyridazine), NC(=S)N (thiourea). Run in O (water), COCCO (ethylene glycol monomethyl ether). The product is COC=1C=C(C=CC1OCCC)C=1C=CC(NN1)=S (6-(3-Methoxy-4-n-propoxyphenyl)-3[2H]pyridazinethione). Reaction SMILES: Cl[C:2]1[N:3]=[N:4][C:5]([C:8]2[CH:13]=[CH:12][C:11]([O:14][CH2:15][CH2:16][CH3:17])=[C:10]([O:18][CH3:19])[CH:9]=2)=[CH:6][CH:7]=1.NC(N)=[S:22]>COCCO.O>[CH3:19][O:18][C:10]1[CH:9]=[C:8]([C:5]2[CH:6]=[CH:7][C:2](=[S:22])[NH:3][N:4]=2)[CH:13]=[CH:12][C:11]=1[O:14][CH2:15][CH2:16][CH3:17]. Procedure details: T13.9 g of 3-chloro-6-(3-methoxy-4-n-propoxyphenyl)pyridazine are boiled under reflux with 5.5 g of thiourea in 50 ml of ethylene glycol monomethyl ether for 8 hours. After cooling, the mixture is diluted with 250 ml of water and extracted three times with chloroform. The chloroform extracts are dried over sodium sulfate and evaporated. The residue is crystallized from ethanol/ethyl acetate. 4.8 g (34.6% of theory) of the title compound of m.p. 174°-17620 are obtained. Starting materials: O=C([O-])[O-], CC#N, CCOC(C)=O, OC1(c2cc(F)cc(Cl)c2)CNC1, CCI, [K+], [K+], O. Product: CCN1CC(O)(c2cc(F)cc(Cl)c2)C1. Reaction SMILES: [C:14](=[O:15])([O-:16])[O-:17].[CH3:24][C:25]#[N:26].[CH3:27][CH2:28][O:29][C:30](=[O:31])[CH3:32].[Cl:1][c:2]1[cH:3][c:4]([C:9]2([OH:13])[CH2:10][NH:11][CH2:12]2)[cH:5][c:6]([F:8])[cH:7]1.[I:20][CH2:21][CH3:22].[K+:18].[K+:19].[OH2:23]>>[Cl:1][c:2]1[cH:3][c:4]([C:9]2([OH:13])[CH2:10][N:11]([CH2:21][CH3:22])[CH2:12]2)[cH:5][c:6]([F:8])[cH:7]1. The reactants are CCCCN1CCN(C(Cc2ccccc2)C(=O)OC)C(=O)C1=O, C1CCOC1, Cl, [Li+], [OH-], O, O. The product is CCCCN1CCN(C(Cc2ccccc2)C(=O)O)C(=O)C1=O. RXN SMILES: [CH2:1]([CH2:2][CH2:3][CH3:4])[N:5]1[C:6](=[O:24])[C:7](=[O:23])[N:8]([CH:11]([C:12](=[O:13])[O:14][CH3:15])[CH2:16][c:17]2[cH:18][cH:19][cH:20][cH:21][cH:22]2)[CH2:9][CH2:10]1.[CH2:29]1[O:30][CH2:31][CH2:32][CH2:33]1.[ClH:28].[Li+:27].[OH-:26].[OH2:25].[OH2:34]>>[CH2:1]([CH2:2][CH2:3][CH3:4])[N:5]1[C:6](=[O:24])[C:7](=[O:23])[N:8]([CH:11]([C:12](=[O:13])[OH:14])[CH2:16][c:17]2[cH:18][cH:19][cH:20][cH:21][cH:22]2)[CH2:9][CH2:10]1.